From a dataset of the Open Reaction Database (ORD), a public repository of structured organic reaction records. describe an organic reaction: reactants, conditions, products, and yield The reactants are COc1cc2c(C)nn(CCCCl)c(=O)c2cc1OC, COc1ccc(CCNCc2ccccc2)cc1OC, CO, ClC(Cl)Cl, Clc1ccccc1. Yields the product COc1ccc(CCN(CCCn2nc(C)c3cc(OC)c(OC)cc3c2=O)Cc2ccccc2)cc1OC. Reaction SMILES: [CH3:1][c:2]1[n:3][n:4]([CH2:17][CH2:18][CH2:19][Cl:20])[c:5](=[O:16])[c:6]2[cH:7][c:8]([O:14][CH3:15])[c:9]([O:12][CH3:13])[cH:10][c:11]12.[CH3:21][O:22][c:23]1[cH:24][c:25]([CH2:31][CH2:32][NH:33][CH2:34][c:35]2[cH:36][cH:37][cH:38][cH:39][cH:40]2)[cH:26][cH:27][c:28]1[O:29][CH3:30].[CH3:41][OH:42].[CH:43]([Cl:44])([Cl:45])[Cl:46].[Cl:47][c:48]1[cH:49][cH:50][cH:51][cH:52][cH:53]1>>[CH3:1][c:2]1[n:3][n:4]([CH2:17][CH2:18][CH2:19][N:33]([CH2:32][CH2:31][c:25]2[cH:24][c:23]([O:22][CH3:21])[c:28]([O:29][CH3:30])[cH:27][cH:26]2)[CH2:34][c:35]2[cH:36][cH:37][cH:38][cH:39][cH:40]2)[c:5](=[O:16])[c:6]2[cH:7][c:8]([O:14][CH3:15])[c:9]([O:12][CH3:13])[cH:10][c:11]12. Reactants: Fc1ccc2c(-c3ccc(OCCBr)cc3)noc2c1, O=C([O-])[O-], CC#N, [I-], [K+], [K+], [K+], NCc1ccccc1. Yields the product Fc1ccc2c(-c3ccc(OCCNCc4ccccc4)cc3)noc2c1. Reaction SMILES: [Br:1][CH2:2][CH2:3][O:4][c:5]1[cH:6][cH:7][c:8](-[c:11]2[n:12][o:13][c:14]3[c:15]2[cH:16][cH:17][c:18]([F:20])[cH:19]3)[cH:9][cH:10]1.[C:29](=[O:30])([O-:31])[O-:32].[CH3:37][C:38]#[N:39].[I-:36].[K+:33].[K+:34].[K+:35].[NH2:21][CH2:22][c:23]1[cH:24][cH:25][cH:26][cH:27][cH:28]1>>[CH2:2]([CH2:3][O:4][c:5]1[cH:6][cH:7][c:8](-[c:11]2[n:12][o:13][c:14]3[c:15]2[cH:16][cH:17][c:18]([F:20])[cH:19]3)[cH:9][cH:10]1)[NH:21][CH2:22][c:23]1[cH:24][cH:25][cH:26][cH:27][cH:28]1. Reaction SMILES: [C:12](=[O:13])([O-:14])[O-:15].[CH3:26][N:27]([CH3:28])[CH:29]=[O:30].[Cl:18][CH2:19][c:20]1[cH:21][cH:22][n:23][cH:24][cH:25]1.[F:1][C:2]([CH2:3][CH2:4][CH:5]([C:6]#[N:7])[C:8]#[N:9])([F:10])[F:11].[K+:16].[K+:17]>>[F:1][C:2]([CH2:3][CH2:4][C:5]([C:6]#[N:7])([C:8]#[N:9])[CH2:19][c:20]1[cH:21][cH:22][n:23][cH:24][cH:25]1)([F:10])[F:11]. The reactants are O=C([O-])[O-], CN(C)C=O, ClCc1ccncc1, N#CC(C#N)CCC(F)(F)F, [K+], [K+]. Product: N#CC(C#N)(CCC(F)(F)F)Cc1ccncc1. The reactants are C(C)(=O)O[C@@H]1[C@H]([C@@H](OC2(CC2)[C@H]1OC(C)=O)C1=CC(=C(C=C1)Cl)CC1=CC=C(C=C1)O)OC(C)=O (Acetic acid (5S,6S,7R,8S)-7,8-diacetoxy-5-[4-chloro-3-(4-hydroxy-benzyl)-phenyl]-4-oxa-spiro[2.5]oct-6-yl ester), C[O-].[Na+] (sodium methoxide). The solvent is CO (methanol). Reaction conditions: time 8 hour. Product: ClC1=C(C=C(C=C1)[C@@H]1OC2(CC2)[C@H]([C@@H]([C@H]1O)O)O)CC1=CC=C(C=C1)O ((5S,6R,7R,8S)-5-[4-Chloro-3-(4-hydroxy-benzyl)-phenyl]-4-oxa-spiro[2.5]octane-6,7,8-triol). The yield is 66.3%. RXN SMILES: C([O:4][C@H:5]1[C@H:12]([O:13]C(=O)C)[C:9]2([CH2:11][CH2:10]2)[O:8][C@@H:7]([C:17]2[CH:22]=[CH:21][C:20]([Cl:23])=[C:19]([CH2:24][C:25]3[CH:30]=[CH:29][C:28]([OH:31])=[CH:27][CH:26]=3)[CH:18]=2)[C@@H:6]1[O:32]C(=O)C)(=O)C.C[O-].[Na+]>CO>[Cl:23][C:20]1[CH:21]=[CH:22][C:17]([C@H:7]2[C@H:6]([OH:32])[C@@H:5]([OH:4])[C@H:12]([OH:13])[C:9]3([CH2:11][CH2:10]3)[O:8]2)=[CH:18][C:19]=1[CH2:24][C:25]1[CH:26]=[CH:27][C:28]([OH:31])=[CH:29][CH:30]=1 |f:1.2|. Reported procedure: To a solution of Acetic acid (5S,6S,7R,8S)-7,8-diacetoxy-5-[4-chloro-3-(4-hydroxy-benzyl)-phenyl]-4-oxa-spiro[2.5]oct-6-yl ester (60 mg, 0.1 mmole) in dry methanol (3 mL), sodium methoxide (3 mg) was added at room temperature and stirred for overnight. Reaction mixture evaporated to dryness. The crude product was purified by preparative HPLC to furnish 25 mg of (5S,6R,7R,8S)-5-[4-Chloro-3-(4-hydroxy-benzyl)-phenyl]-4-oxa-spiro[2.5]octane-6,7,8-triol. The yield is 98.0%. Reported procedure: A 4-chloro-3, 5-dinitrobenzotrifluoride product is prepared by adding 1 mole of 4-chloro-3-nitrobenzotrifluoride to a nitrating mixture containing 3.04 moles nitric acid, 10.13 moles sulfuric acid, (59.9 mole percent sulfuric acid) and 3.72 moles water based on the mixture formed by mixing 94 percent (by weight) sulfuric acid in water obtained from a reconcentration process for sulfuric acid with 98 percent (by weight) nitric acid. Run in O (water), O (water). Product: ClC1=C(C=C(C=C1[N+](=O)[O-])C(F)(F)F)[N+](=O)[O-] (4-chloro-3, 5-dinitrobenzotrifluoride), S(O)(O)(=O)=O (sulfuric acid), [N+](=O)(O)[O-] (nitric acid). The reactants are S(O)(O)(=O)=O (sulfuric acid), [N+](=O)(O)[O-] (nitric acid), S(O)(O)(=O)=O (sulfuric acid), S(O)(O)(=O)=O (sulfuric acid), ClC1=C(C=C(C=C1)C(F)(F)F)[N+](=O)[O-] (4-chloro-3-nitrobenzotrifluoride). Reaction SMILES: [Cl:1][C:2]1[CH:7]=[CH:6][C:5]([C:8]([F:11])([F:10])[F:9])=[CH:4][C:3]=1[N+:12]([O-:14])=[O:13].[N+:15]([O-:18])([OH:17])=[O:16].[S:19](=[O:23])(=[O:22])([OH:21])[OH:20]>O>[Cl:1][C:2]1[C:7]([N+:15]([O-:17])=[O:16])=[CH:6][C:5]([C:8]([F:11])([F:10])[F:9])=[CH:4][C:3]=1[N+:12]([O-:14])=[O:13].[S:19](=[O:21])(=[O:20])([OH:23])[OH:22].[N+:15]([O-:18])([OH:17])=[O:16]. The reactants are NC1=NC(=CC(=N1)N1C[C@H](CC[C@H]1C)C(=O)NCC1=CC=C(C=C1)F)C1=CC(=C(C=C1)C#N)F ((3S,6R)-1-[2-amino-6-(4-cyano-3-fluorophenyl)-4-pyrimidinyl]-N-[(4-fluorophenyl)methyl]-6-methyl-3-piperidinecarboxamide), CCO (EtOH), CCN(C(C)C)C(C)C (Hunig's base), NN (hydrazine). Solvent: O (Water), CO (CH3OH). Reaction conditions: temperature 110 celsius. The product is NC1=NC(=CC(=N1)N1C[C@H](CC[C@H]1C)C(=O)NCC1=CC=C(C=C1)F)C1=CC=C2C(=NNC2=C1)N ((3S,6R)-1-[2-Amino-6-(3-amino-1H-indazol-6-yl)-4-pyrimidinyl]-N-[(4-fluorophenyl)methyl]-6-methyl-3-piperidinecarboxamide). Yield: 42.6%. RXN SMILES: [NH2:1][C:2]1[N:7]=[C:6]([N:8]2[C@H:13]([CH3:14])[CH2:12][CH2:11][C@H:10]([C:15]([NH:17][CH2:18][C:19]3[CH:24]=[CH:23][C:22]([F:25])=[CH:21][CH:20]=3)=[O:16])[CH2:9]2)[CH:5]=[C:4]([C:26]2[CH:31]=[CH:30][C:29]([C:32]#[N:33])=[C:28](F)[CH:27]=2)[N:3]=1.CCO.CCN(C(C)C)C(C)C.[NH2:47][NH2:48]>O.CO>[NH2:1][C:2]1[N:7]=[C:6]([N:8]2[C@H:13]([CH3:14])[CH2:12][CH2:11][C@H:10]([C:15]([NH:17][CH2:18][C:19]3[CH:24]=[CH:23][C:22]([F:25])=[CH:21][CH:20]=3)=[O:16])[CH2:9]2)[CH:5]=[C:4]([C:26]2[CH:27]=[C:28]3[C:29]([C:32]([NH2:33])=[N:47][NH:48]3)=[CH:30][CH:31]=2)[N:3]=1. Reported procedure: In a microwave tube, (3S,6R)-1-[2-amino-6-(4-cyano-3-fluorophenyl)-4-pyrimidinyl]-N-[(4-fluorophenyl)methyl]-6-methyl-3-piperidinecarboxamide (192.5 mg, 0.416 mmol), 5 mL of EtOH, Hunig's base (0.291 ml, 1.665 mmol), and hydrazine anhydrous (0.078 mL, 2.497 mmol) were added, and the yellow suspension mixture was heated overnight at 110° C. in an oil bath. LCMS showed mainly product. CH3OH (5 mL) was added to the solution. The black solid and the yellow solution were carefully separated due to th... The reactants are [N+](=O)([O-])C=1C=C2C(NC(NC2=CC1)=O)=O (6-nitroquinazoline-2,4(1H,3H)-dione), CN1C(N(CC1)C)=O (1,3-dimethyl-2-imidazolidinone), P(=O)(Cl)(Cl)Cl (phosphorus oxychloride), CN(N)C (N,N-dimethylhydrazine). The solvent is O (water). Reaction conditions: time 30 minute. The product is ClC1=NC2=CC=C(C=C2C(=N1)NN(C)C)[N+](=O)[O-] (2-chloro-4-(2,2-dimethylhydrazino)-6-nitroquinazoline). RXN SMILES: [N+:1]([C:4]1[CH:5]=[C:6]2[C:11](=[CH:12][CH:13]=1)[NH:10][C:9](=O)[NH:8][C:7]2=O)([O-:3])=[O:2].CN1CCN(C)C1=O.P(Cl)(Cl)([Cl:26])=O.[CH3:29][N:30]([CH3:32])[NH2:31]>O>[Cl:26][C:9]1[N:8]=[C:7]([NH:31][N:30]([CH3:32])[CH3:29])[C:6]2[C:11](=[CH:12][CH:13]=[C:4]([N+:1]([O-:3])=[O:2])[CH:5]=2)[N:10]=1. Procedure: To 300 mg (1.45 mmol) of 6-nitroquinazoline-2,4(1H,3H)-dione were added 1 ml of 1,3-dimethyl-2-imidazolidinone and 1.23 g (8.05 mmol) of phosphorus oxychloride, and the resulting mixture was subjected to heating under reflux for 3 hours. After phosphorus oxychloride was removed in vacuo, the mixture was dissolved in 3 ml of acetonitrile, followed by addition of 520 mg (8.69 mmol) of N,N-dimethylhydrazine and stirring under ice cooling for 30 minutes. To the reaction solution was added water, fol...